Dataset: the Open Reaction Database (ORD), a public repository of structured organic reaction records. Task: describe an organic reaction: reactants, conditions, products, and yield The reactants are ClC1=C(C=C(C=C1)Cl)[N+](=O)[O-] (2,5-dichloronitrobenzene), CN(CCCNC)C (N1,N1,N3-trimethylpropane-1,3-diamine). Solvent: Cl (HCl). Conditions: time 2.5 day. Product: ClC1=CC(=C(C=C1)N(C)CCCN(C)C)[N+](=O)[O-] (4-chloro-N-(3-(dimethylamino)propyl)-N-methyl-2-nitrobenzenamine). RXN SMILES: Cl[C:2]1[CH:7]=[CH:6][C:5]([Cl:8])=[CH:4][C:3]=1[N+:9]([O-:11])=[O:10].[CH3:12][N:13]([CH3:19])[CH2:14][CH2:15][CH2:16][NH:17][CH3:18]>Cl>[Cl:8][C:5]1[CH:6]=[CH:7][C:2]([N:17]([CH2:16][CH2:15][CH2:14][N:13]([CH3:19])[CH3:12])[CH3:18])=[C:3]([N+:9]([O-:11])=[O:10])[CH:4]=1. Procedure: To 2,5-dichloronitrobenzene (3.0 g, 16 mmol) was added N1,N1,N3-trimethylpropane-1,3-diamine (2.2 g, 19 mmol). The mixture was stirred for 2.5 days at RT, diluted with 0.01 N HCl and extracted with EtOAc. The aqueous layer was made basic with Na2CO3 and extracted with EtOAc. The organic layer was dried over anhydrous Na2SO4, filtered and concentrated to yield 4-chloro-N-(3-(dimethylamino)propyl)-N-methyl-2-nitrobenzenamine as an orange oil. MS m/z=272 [M+H]+. Calc'd for C12H18ClN3O2: 271.75. The reactants are C12C3C(OC(C3C(CC1)O2)=O)=O (4,10-dioxa-tricyclo[5.2.1.02,6]decane-3,5-dione), C(C1=CC=CC=C1)O (benzyl alcohol). The solvent is O1CCOCC1 (dioxane). Run at temperature 80 celsius. Product: C(C1=CC=CC=C1)OC(=O)C1C2CCC(C1C(=O)O)O2 (7-oxa-bicyclo[2.2.1]heptane-2,3-dicarboxylic acid monobenzyl ester). Reaction SMILES: [CH:1]12[O:10][CH:7]([CH2:8][CH2:9]1)[CH:6]1[CH:2]2[C:3](=[O:12])[O:4][C:5]1=[O:11].[CH2:13]([OH:20])[C:14]1[CH:19]=[CH:18][CH:17]=[CH:16][CH:15]=1>O1CCOCC1>[CH2:13]([O:20][C:5]([CH:6]1[CH:2]([C:3]([OH:12])=[O:4])[CH:1]2[O:10][CH:7]1[CH2:8][CH2:9]2)=[O:11])[C:14]1[CH:19]=[CH:18][CH:17]=[CH:16][CH:15]=1. Procedure: A mixture of 4,10-dioxa-tricyclo[5.2.1.02,6]decane-3,5-dione (8, 3.7 g, 22.0 mmol) and benzyl alcohol (9) (4.5 mL, 44.0 mmol) in dioxane was heated at 80° C. for 16 h. Cooled to room temperature and evaporated to remove solvent. Residue obtained was triturated with diisopropyl ether (20 mL) to give white solid of 10 which was filtered, washed with diisopropyl ether (10 mL) and dried. Yield: 3.6 g (59%). 1H NMR (300 MHz, CDCl3) δ 1.45-1.55 (m, 2H); 1.78-1.81 (m, 2H); 3.05 (s, 2H); 4.91 (d, J=9.4 ...